Dataset: the Open Reaction Database (ORD), a public repository of structured organic reaction records. Task: describe an organic reaction: reactants, conditions, products, and yield The reactants are [N+](=O)([O-])C=1C=C(C=C(C(=O)OCCBr)C(=O)C)C=CC1 (2-bromoethyl 2-(3-nitrobenzylidene)-acetoacetate), N\C(=C/C(=O)OCC)\C (ethyl 3-aminocrotonate). The solvent is O1CCCC1 (tetrahydrofuran). Reaction conditions: time 8 hour. Product: CC=1NC(=C(C(C1C(=O)OCC)C1=CC(=CC=C1)[N+](=O)[O-])C(=O)OCCBr)C (3-Ethyl 5-(2-bromoethyl) (±)-1,4-dihydro-2,6-dimethyl-4-(3-nitrophenyl)-pyridine-3,5-dicarboxylate). The yield is 83.4%. Reaction SMILES: [N+:1]([C:4]1[CH:5]=[C:6]([CH:18]=[CH:19][CH:20]=1)[CH:7]=[C:8]([C:15]([CH3:17])=O)[C:9]([O:11][CH2:12][CH2:13][Br:14])=[O:10])([O-:3])=[O:2].[NH2:21]/[C:22](/[CH3:29])=[CH:23]\[C:24]([O:26][CH2:27][CH3:28])=[O:25]>O1CCCC1>[CH3:29][C:22]1[NH:21][C:15]([CH3:17])=[C:8]([C:9]([O:11][CH2:12][CH2:13][Br:14])=[O:10])[CH:7]([C:6]2[CH:18]=[CH:19][CH:20]=[C:4]([N+:1]([O-:3])=[O:2])[CH:5]=2)[C:23]=1[C:24]([O:26][CH2:27][CH3:28])=[O:25]. Procedure: 58.8 g of 2-bromoethyl 2-(3-nitrobenzylidene)-acetoacetate and 22.5 g of ethyl 3-aminocrotonate in 250 ml of tetrahydrofuran are heated at the boil for 3 h. The mixture is stirred for 8 h at room temperature, after which the solvent is distilled off in vacuo and the solid residue is dissolved in hot 2-propanol. The title compound crystallises out on cooling. It is filtered off under suction, washed with cold 2-propanol and dried. 65 g of product of m.p. 158°-159° C. are obtained. Procedure details: Compound (316) was prepared in a yield of 42.8% using (2S)-2-(2,5-dimethylpyrrol-1-yl)-2 methylethyl acetate ([α]D21 =-5.17°, c=0.027, C2H5OH) as a starting material in the same way as in Example 28. The IR, NMR and mass spectra of this product were identical with those of the product (306) of Example 28. Reactants: C(C)(=O)OC[C@H](C)N1C(=CC=C1C)C ((2S)-2-(2,5-dimethylpyrrol-1-yl)-2 methylethyl acetate), C(C)(=O)OCC(C)N1C(=C(C=C1C)C(C1=CC=CC=C1)=O)C (2-(3-benzoyl-2,5-dimethylpyrrol-1-yl)-2-methylethyl acetate). Yields the product C(C)(=O)OC[C@H](C)N1C(=C(C=C1C)C(C1=CC=CC=C1)=O)C ((2S)-2-(3-benzoyl-2,5-dimethylpyrrol-1yl)-2-methylethyl acetate). As a reaction SMILES: C(OC[C@@H](N1C(C)=CC=C1C)C)(=O)C.[C:15]([O:18][CH2:19][CH:20]([N:22]1[C:26]([CH3:27])=[CH:25][C:24]([C:28](=[O:35])[C:29]2[CH:34]=[CH:33][CH:32]=[CH:31][CH:30]=2)=[C:23]1[CH3:36])[CH3:21])(=[O:17])[CH3:16]>>[C:15]([O:18][CH2:19][C@@H:20]([N:22]1[C:26]([CH3:27])=[CH:25][C:24]([C:28](=[O:35])[C:29]2[CH:30]=[CH:31][CH:32]=[CH:33][CH:34]=2)=[C:23]1[CH3:36])[CH3:21])(=[O:17])[CH3:16]. The yield is 42.8%. The reactants are CS(=O)(=O)OCC1=CC=C(C2=CC=CC=C12)C=1CC(CN1)(C(F)(F)F)C1=CC(=CC(=C1)Cl)Cl ({4-[3-(3,5-dichlorophenyl)-3-(trifluoromethyl)-3,4-dihydro-2H-pyrrol-5-yl]naphthalen-1-yl}methyl methanesulfonate), N (ammonia), O (water). Run in C1CCOC1 (THF), CO (methanol). Run at time 12 hour. Yields the product ClC=1C=C(C=C(C1)Cl)C1(CN=C(C1)C1=CC=C(C2=CC=CC=C12)CN)C(F)(F)F (1-{4-[3-(3,5-dichlorophenyl)-3-(trifluoromethyl)-3,4-dihydro-2H-pyrrol-5-yl]naphthalen-1-yl}methanamine), crude product. As a reaction SMILES: CS(O[CH2:6][C:7]1[C:16]2[C:11](=[CH:12][CH:13]=[CH:14][CH:15]=2)[C:10]([C:17]2[CH2:18][C:19]([C:26]3[CH:31]=[C:30]([Cl:32])[CH:29]=[C:28]([Cl:33])[CH:27]=3)([C:22]([F:25])([F:24])[F:23])[CH2:20][N:21]=2)=[CH:9][CH:8]=1)(=O)=O.O.[NH3:35]>C1COCC1.CO>[Cl:32][C:30]1[CH:31]=[C:26]([C:19]2([C:22]([F:25])([F:24])[F:23])[CH2:18][C:17]([C:10]3[C:11]4[C:16](=[CH:15][CH:14]=[CH:13][CH:12]=4)[C:7]([CH2:6][NH2:35])=[CH:8][CH:9]=3)=[N:21][CH2:20]2)[CH:27]=[C:28]([Cl:33])[CH:29]=1. Procedure details: {4-[3-(3,5-dichlorophenyl)-3-(trifluoromethyl)-3,4-dihydro-2H-pyrrol-5-yl]naphthalen-1-yl}methyl methanesulfonate (0.7 g) was dissolved in a mixed solvent of THF (20 ml) and methanol (20 ml), and aqueous ammonia solution (28%, 20 ml) was added thereto. The mixture was stirred for 12 hour, and then added water. The mixture was extracted with ethyl acetate, and the organic layer was dried over magnesium sulfate. After filtering the reaction mixture, the solvent was distilled off under reduced pres... The reactants are C[Si](C)(C)N=C=O, O=C1c2ccc(OCCNO)cc2CCN1CCCc1ccc(F)cc1, C1COCCO1, O. Product: NC(=O)N(O)CCOc1ccc2c(c1)CCN(CCCc1ccc(F)cc1)C2=O. RXN SMILES: [CH3:27][Si:28]([CH3:29])([CH3:30])[N:31]=[C:32]=[O:33].[F:1][c:2]1[cH:3][cH:4][c:5]([CH2:8][CH2:9][CH2:10][N:11]2[C:12](=[O:26])[c:13]3[cH:14][cH:15][c:16]([O:21][CH2:22][CH2:23][NH:24][OH:25])[cH:17][c:18]3[CH2:19][CH2:20]2)[cH:6][cH:7]1.[O:35]1[CH2:36][CH2:37][O:38][CH2:39][CH2:40]1.[OH2:34]>>[F:1][c:2]1[cH:3][cH:4][c:5]([CH2:8][CH2:9][CH2:10][N:11]2[C:12](=[O:26])[c:13]3[cH:14][cH:15][c:16]([O:21][CH2:22][CH2:23][N:24]([OH:25])[C:32]([NH2:31])=[O:33])[cH:17][c:18]3[CH2:19][CH2:20]2)[cH:6][cH:7]1. The product is C(C)(C)(C)OC(COCC1=C(C(=CC=C1)C)I)=O ((2-Iodo-3-methyl-benzyloxy)-acetic acid tert-butyl ester). Run in O (water), CN(C)C=O (DMF). Starting materials: CCOC(=O)C (EtOAc), [H-].[Na+] (Sodium hydride), IC1=C(C=CC=C1C)CO (2-iodo-3-methyl-phenyl-methanol), BrCC(=O)OC(C)(C)C (tert-butyl bromoacetate). Conditions: temperature 0 celsius, time 30 minute. Reaction SMILES: [H-].[Na+].[I:3][C:4]1[C:9]([CH3:10])=[CH:8][CH:7]=[CH:6][C:5]=1[CH2:11][OH:12].Br[CH2:14][C:15]([O:17][C:18]([CH3:21])([CH3:20])[CH3:19])=[O:16].CCOC(C)=O>CN(C=O)C.O>[C:18]([O:17][C:15](=[O:16])[CH2:14][O:12][CH2:11][C:5]1[CH:6]=[CH:7][CH:8]=[C:9]([CH3:10])[C:4]=1[I:3])([CH3:21])([CH3:20])[CH3:19] |f:0.1|. Isolated yield 79.0%. Reported procedure: Sodium hydride (53 mg, 2.2 mmol) was added to a 0° C. solution of 2-iodo-3-methyl-phenyl-methanol ((Example 5: step a) 492 mg, 2 mmol) in DMF (20 mL). The solution was stirred at 0° C. for 30 min and tert-butyl bromoacetate (0.4 mL, 2.5 mmol) was added. The solution was warmed to rt over 15 min and stirred for 3 h at rt. EtOAc (80 mL) and water (40 mL) were added, the layers were separated, and the organic layer was washed with water (6×20 mL), brine (30 mL), and was dried over sodium sulfate. C...